This data is from the Open Reaction Database (ORD), a public repository of structured organic reaction records. The task is: describe an organic reaction: reactants, conditions, products, and yield Procedure: A solution of 2-acetylamino-5-propionyl-4-trifluoromethyl-benzoic acid methyl ester (260 mg, 0.82 mmol) in MeOH (2.6 mL) and water (0.54 mL) was treated with concentrated sulfuric acid (0.26 mL) and the mixture was heated to 60° C. for 1 h. It was then allowed to cool to r.t., and diluted with EtOAc. This mixture was washed once with aqueous sodium hydrogencarbonate (pH=8), once with brine, dried over anhydrous sodium sulfate, filtered and concentrated in vacuo. The crude product was purified by... Product: COC(C1=C(C=C(C(=C1)C(CC)=O)C(F)(F)F)N)=O (2-amino-5-propionyl-4-trifluoromethyl-benzoic acid methyl ester). Conditions: temperature 60 celsius. Reactants: COC(C1=C(C=C(C(=C1)C(CC)=O)C(F)(F)F)NC(C)=O)=O (2-acetylamino-5-propionyl-4-trifluoromethyl-benzoic acid methyl ester), S(O)(O)(=O)=O (sulfuric acid). Yield: 81.7%. Solvent: CO (MeOH), O (water), CCOC(=O)C (EtOAc). RXN SMILES: [CH3:1][O:2][C:3](=[O:22])[C:4]1[CH:9]=[C:8]([C:10](=[O:13])[CH2:11][CH3:12])[C:7]([C:14]([F:17])([F:16])[F:15])=[CH:6][C:5]=1[NH:18]C(=O)C.S(=O)(=O)(O)O>CO.O.CCOC(C)=O>[CH3:1][O:2][C:3](=[O:22])[C:4]1[CH:9]=[C:8]([C:10](=[O:13])[CH2:11][CH3:12])[C:7]([C:14]([F:16])([F:15])[F:17])=[CH:6][C:5]=1[NH2:18]. Yields the product CCOC(=O)Cc1cccc(Oc2ccccc2CN)c1. The reactants are CCOC(=O)Cc1cccc(Oc2ccccc2C#N)c1, CO. Reaction SMILES: [C:1](#[N:2])[c:3]1[c:4]([O:5][c:6]2[cH:7][c:8]([CH2:12][C:13](=[O:14])[O:15][CH2:16][CH3:17])[cH:9][cH:10][cH:11]2)[cH:18][cH:19][cH:20][cH:21]1.[CH3:22][OH:23]>>[CH2:1]([NH2:2])[c:3]1[c:4]([O:5][c:6]2[cH:7][c:8]([CH2:12][C:13](=[O:14])[O:15][CH2:16][CH3:17])[cH:9][cH:10][cH:11]2)[cH:18][cH:19][cH:20][cH:21]1. Procedure details: The compound was synthesized starting from KOH (15 eq in water), diazald (8 eq), ethylene glycol/Et2O (1/2.5 v/v, 28 ml), 1-(1H-Benzo[d]imidazol-6-yl)-5-(4-(4,4-difluorocyclohexyl)-phenyl)-3-hydroxy-4-methyl-1H-pyrrol-2(5H)-one (0.800 g, 1.88 mmol, 1 eq) and MeOH (10 ml); yield: 0.060 g (7.3%); MS m/z: 438.3 [M+H]+; 1H-NMR: (400 MHz, DMSO-D6) δ: 12.39 (s, 1H), 8.14 (d, 1H), 7.69 (d, 1H), 7.49 (d, 1H), 7.26-7.15 (m, 4H), 5.79 (s, 1H), 3.93 (s, 3H), 2.67-2.54 (m, 1H), 2.03-1.88 (m, 3H), 1.83-1.76 ... The solvent is CO (MeOH). RXN SMILES: [OH-].[K+].[CH3:3]C1C=CC(S(N(N=O)C)(=O)=O)=CC=1.C(O)CO.CCOCC.[NH:26]1[C:30]2[CH:31]=[C:32]([N:35]3[CH:39]([C:40]4[CH:45]=[CH:44][C:43]([CH:46]5[CH2:51][CH2:50][C:49]([F:53])([F:52])[CH2:48][CH2:47]5)=[CH:42][CH:41]=4)[C:38]([CH3:54])=[C:37]([OH:55])[C:36]3=[O:56])[CH:33]=[CH:34][C:29]=2[N:28]=[CH:27]1>CO>[NH:26]1[C:30]2[CH:31]=[C:32]([N:35]3[CH:39]([C:40]4[CH:41]=[CH:42][C:43]([CH:46]5[CH2:51][CH2:50][C:49]([F:53])([F:52])[CH2:48][CH2:47]5)=[CH:44][CH:45]=4)[C:38]([CH3:54])=[C:37]([O:55][CH3:3])[C:36]3=[O:56])[CH:33]=[CH:34][C:29]=2[N:28]=[CH:27]1 |f:0.1,3.4|. Starting materials: [OH-].[K+] (KOH), N1C=NC2=C1C=C(C=C2)N2C(C(=C(C2C2=CC=C(C=C2)C2CCC(CC2)(F)F)C)O)=O (1-(1H-Benzo[d]imidazol-6-yl)-5-(4-(4,4-difluorocyclohexyl)-phenyl)-3-hydroxy-4-methyl-1H-pyrrol-2(5H)-one), CC1=CC=C(C=C1)S(=O)(=O)N(C)N=O (diazald), C(CO)O.CCOCC (ethylene glycol Et2O). Product: N1C=NC2=C1C=C(C=C2)N2C(C(=C(C2C2=CC=C(C=C2)C2CCC(CC2)(F)F)C)OC)=O (1-(1H-Benzo[d]imidazol-6-yl)-5-(4-(4,4-difluorocyclohexyl)phenyl)-3-methoxy-4-methyl-1H-pyrrol-2(5H)-one). The reactants are compound, ClC1=CC(=CC=C1)C(=O)OO (m-Chloroperbenzoic acid), OCC[S-].[Na+] (sodium 2-hydroxyethanethiolate), Example 172 ( i ), ClC=1C=C(C=CC1OC1=CC(=CC=C1)C(F)(F)F)NC=1C2=C(N=CN1)C=CN2CCOCCO (2-{2-[4-({3-chloro-4-[3-(trifluoromethyl)phenoxy]phenyl}amino)-5H-pyrrolo[3,2-d]pyrimidin-5-yl]ethoxy}ethanol), C(O)([O-])=O.[Na+] (sodium hydrogen carbonate). The solvent is CN(C=O)C (N,N-dimethylformamide), O1CCCC1 (tetrahydrofuran), ClCCl (dichloromethane). Run at time 5 hour. The product is ClC=1C=C(C=CC1OC1=CC(=CC=C1)C(F)(F)F)NC=1C2=C(N=CN1)C=CN2CCOCCS(=O)CCO (2-[(2-{2-[4-({3-chloro-4-[3-(trifluoromethyl)phenoxy]phenyl}amino)-5H-pyrrolo[3,2-d]pyrimidin-5-yl]ethoxy}ethyl)sulfinyl]ethanol). RXN SMILES: [Cl:1][C:2]1[CH:3]=[C:4]([NH:19][C:20]2[C:21]3[N:28]([CH2:29][CH2:30][O:31]CCO)[CH:27]=[CH:26][C:22]=3[N:23]=[CH:24][N:25]=2)[CH:5]=[CH:6][C:7]=1[O:8][C:9]1[CH:14]=[CH:13][CH:12]=[C:11]([C:15]([F:18])([F:17])[F:16])[CH:10]=1.[OH:35][CH2:36][CH2:37][S-:38].[Na+].Cl[C:41]1C=CC=C(C(OO)=O)[CH:42]=1.C(=O)([O-])[OH:52].[Na+]>ClCCl.CN(C)C=O.O1CCCC1>[Cl:1][C:2]1[CH:3]=[C:4]([NH:19][C:20]2[C:21]3[N:28]([CH2:29][CH2:30][O:31][CH2:41][CH2:42][S:38]([CH2:37][CH2:36][OH:35])=[O:52])[CH:27]=[CH:26][C:22]=3[N:23]=[CH:24][N:25]=2)[CH:5]=[CH:6][C:7]=1[O:8][C:9]1[CH:14]=[CH:13][CH:12]=[C:11]([C:15]([F:16])([F:17])[F:18])[CH:10]=1 |f:1.2,4.5|. Procedure details: The compound (120 mg) obtained by the reaction in the same manner as in Example 172 (i) using the compound (200 mg) of Example 147, sodium 2-hydroxyethanethiolate (2.02 g), tetrahydrofuran (6.0 mL) and N,N-dimethylformamide (5.0 mL) was dissolved in dichloromethane (7.0 mL). m-Chloroperbenzoic acid (110 mg) was added at −18° C. and the mixture was stirred for 5 hrs. Saturated aqueous sodium hydrogen carbonate was added to the reaction mixture under ice-cooling, and the mixture was extracted with...